Dataset: the Open Reaction Database (ORD), a public repository of structured organic reaction records. Task: describe an organic reaction: reactants, conditions, products, and yield Starting materials: [Cl-], NC(CCCC1CCCCC1)C(=O)O, [Na+], [OH-], O, Cc1cccc(C(=O)O)c1. Yields the product Cc1cccc(C(=O)NC(CCCC2CCCCC2)C(=O)O)c1. RXN SMILES: [Cl-:17].[NH2:1][CH:2]([C:3](=[O:4])[OH:5])[CH2:6][CH2:7][CH2:8][CH:9]1[CH2:10][CH2:11][CH2:12][CH2:13][CH2:14]1.[Na+:16].[OH-:15].[OH2:28].[c:18]1([CH3:27])[cH:19][c:20]([C:24](=[O:25])[OH:26])[cH:21][cH:22][cH:23]1>>[NH:1]([CH:2]([C:3](=[O:4])[OH:5])[CH2:6][CH2:7][CH2:8][CH:9]1[CH2:10][CH2:11][CH2:12][CH2:13][CH2:14]1)[C:24]([c:20]1[cH:19][c:18]([CH3:27])[cH:23][cH:22][cH:21]1)=[O:25]. Reactants: C=C(CO)COCCCCCCCCCCCCCCCC, CN(C)c1ccncc1, C(=NC1CCCCC1)=NC1CCCCC1, O=C(O)CCCCCBr. Yields the product C=C(COCCCCCCCCCCCCCCCC)COC(=O)CCCCCBr. As a reaction SMILES: [CH2:1]([CH2:2][CH2:3][CH2:4][CH2:5][CH2:6][CH2:7][CH2:8][CH2:9][CH2:10][CH2:11][CH2:12][CH2:13][CH2:14][CH2:15][CH3:16])[O:17][CH2:18][C:19]([CH2:20][OH:21])=[CH2:22].[CH3:47][N:48]([CH3:49])[c:50]1[cH:51][cH:52][n:53][cH:54][cH:55]1.[CH:23]1([N:24]=[C:25]=[N:26][CH:27]2[CH2:28][CH2:29][CH2:30][CH2:31][CH2:32]2)[CH2:33][CH2:34][CH2:35][CH2:36][CH2:37]1.[OH:38][C:39](=[O:40])[CH2:41][CH2:42][CH2:43][CH2:44][CH2:45][Br:46]>>[CH2:1]([CH2:2][CH2:3][CH2:4][CH2:5][CH2:6][CH2:7][CH2:8][CH2:9][CH2:10][CH2:11][CH2:12][CH2:13][CH2:14][CH2:15][CH3:16])[O:17][CH2:18][C:19]([CH2:20][O:21][C:39](=[O:38])[CH2:41][CH2:42][CH2:43][CH2:44][CH2:45][Br:46])=[CH2:22]. Reactants: C(C(=O)Cl)(=O)Cl (oxalyl chloride), Cl (Hydrochloric acid), solution, solution, solution, [H-].C(C(C)C)O[Al](OCC(C)C)OCC(C)C.[Li+] (lithium tri(isobutoxy)aluminum hydride), C(#N)C=1C=CC2=C(C(=C(O2)C(=O)O)C)C1 (5-cyano-3-methyl-1-benzofuran-2-carboxylic acid). Reagents/catalysts: CN(C=O)C (N,N-dimethylformamide), [O-2].[O-2].[Mn+4] (manganese dioxide). The solvent is O1CCCC1 (tetrahydrofuran), O1CCCC1 (tetrahydrofuran), O1CCCC1 (tetrahydrofuran), O1CCCC1 (tetrahydrofuran). Conditions: time 5 hour. Product: C(=O)C=1OC2=C(C1C)C=C(C=C2)C#N (2-formyl-3-methyl-1-benzofuran-5-carbonitrile). Yield: 62.7%. RXN SMILES: [C:1]([C:3]1[CH:4]=[CH:5][C:6]2[O:10][C:9]([C:11](O)=[O:12])=[C:8]([CH3:14])[C:7]=2[CH:15]=1)#[N:2].C(Cl)(=O)C(Cl)=O.[H-].C(O[Al](OCC(C)C)OCC(C)C)C(C)C.[Li+].Cl>O1CCCC1.CN(C)C=O.[O-2].[O-2].[Mn+4]>[CH:11]([C:9]1[O:10][C:6]2[CH:5]=[CH:4][C:3]([C:1]#[N:2])=[CH:15][C:7]=2[C:8]=1[CH3:14])=[O:12] |f:2.3.4,8.9.10|. Procedure details: To 5-cyano-3-methyl-1-benzofuran-2-carboxylic acid (2.58 g) synthesized above in tetrahydrofuran (30 mL) were added oxalyl chloride (1.32 mL) and several drops of N,N-dimethylformamide, and the mixture was stirred at room temperature for 5 hr. The reaction mixture was concentrated under reduced pressure, and the residue was washed with diisopropyl ether to give a pale-brown solid. To a solution (50 mL) of the obtained solid in tetrahydrofuran was added a 1.1M solution (12.0 mL) of lithium tri(is... Reactants: COC(=O)C12CC3(CC(CC(C1)C3)C2)C(=O)OC (1,3-dimethoxycarbonyladamantane), C(C)(=O)O (acetic acid), resultant mixture. Product: COC(=O)C12CC3(CC(CC(C1)C3)(C2)O)C(=O)OC (1,3-dimethoxycarbonyl-5-adamantanol), 1,3-methoxycarbonyl-5,7-adamantanediol. Isolated yield 36.0%. RXN SMILES: [CH3:1][O:2][C:3]([C:5]12[CH2:14][CH:9]3[CH2:10][CH:11]([CH2:13][C:7]([C:15]([O:17][CH3:18])=[O:16])([CH2:8]3)[CH2:6]1)[CH2:12]2)=[O:4].C(O)(=[O:21])C>>[CH3:18][O:17][C:15]([C:7]12[CH2:8][C:9]3([OH:21])[CH2:10][CH:11]([CH2:12][C:5]([C:3]([O:2][CH3:1])=[O:4])([CH2:14]3)[CH2:6]1)[CH2:13]2)=[O:16]. Procedure details: To 25 mL of acetic acid were added the 10 mmole of the 1,3-dimethoxycarbonyladamantane, 1 mmole of NHPI and 0.05 mmole of V(AA)3, and the resultant mixture was stirred for 8 hours at 85° C., under an oxygen atmosphere. As a result, 1,3-dimethoxycarbonyl-5-adamantanol (yield 42%) and 1,3-methoxycarbonyl-5,7-adamantanediol (yield 36%) were formed. The conversion of 1,3-dimethoxycarbonyladamantane was 92%. The reactants are CC(C)(C)OC(=O)N1c2ccccc2C=CC1(C)C, C1CCOC1, ClCCl, O=[Cr](=O)([O-])Cl, c1cc[nH+]cc1. Product: CC(C)(C)OC(=O)N1c2ccccc2C(=O)CC1(C)C. Reaction SMILES: [C:1]([CH3:2])([CH3:3])([CH3:4])[O:5][C:6](=[O:7])[N:8]1[C:9]([CH3:18])([CH3:19])[CH:10]=[CH:11][c:12]2[cH:13][cH:14][cH:15][cH:16][c:17]21.[CH2:31]1[O:32][CH2:33][CH2:34][CH2:35]1.[CH2:36]([Cl:37])[Cl:38].[O:20]=[Cr:21]([Cl:22])([O-:23])=[O:24].[nH+:25]1[cH:26][cH:27][cH:28][cH:29][cH:30]1>>[C:1]([CH3:2])([CH3:3])([CH3:4])[O:5][C:6](=[O:7])[N:8]1[C:9]([CH3:18])([CH3:19])[CH2:10][C:11](=[O:20])[c:12]2[cH:13][cH:14][cH:15][cH:16][c:17]21. Starting materials: C1CCOC1, CCOC(C)=O, Cl, [Li+], COC(=O)c1ccc(-c2cnc(C(=O)CCc3ccc(Oc4ccccc4)cc3)o2)nc1, [OH-], O. Product: O=C(O)c1ccc(-c2cnc(C(=O)CCc3ccc(Oc4ccccc4)cc3)o2)nc1. RXN SMILES: [CH2:36]1[O:37][CH2:38][CH2:39][CH2:40]1.[CH3:42][CH2:43][O:44][C:45]([CH3:46])=[O:47].[ClH:35].[Li+:34].[O:1]([c:2]1[cH:3][cH:4][cH:5][cH:6][cH:7]1)[c:8]1[cH:9][cH:10][c:11]([CH2:14][CH2:15][C:16](=[O:17])[c:18]2[o:19][c:20](-[c:23]3[cH:24][cH:25][c:26]([C:29](=[O:30])[O:31][CH3:32])[cH:27][n:28]3)[cH:21][n:22]2)[cH:12][cH:13]1.[OH-:33].[OH2:41]>>[O:1]([c:2]1[cH:3][cH:4][cH:5][cH:6][cH:7]1)[c:8]1[cH:9][cH:10][c:11]([CH2:14][CH2:15][C:16](=[O:17])[c:18]2[o:19][c:20](-[c:23]3[cH:24][cH:25][c:26]([C:29](=[O:30])[OH:31])[cH:27][n:28]3)[cH:21][n:22]2)[cH:12][cH:13]1.